Task: describe an organic reaction: reactants, conditions, products, and yield. Dataset: the Open Reaction Database (ORD), a public repository of structured organic reaction records Starting materials: C[O-].[Na+] (sodium methoxide), C(C1=CC=CC=C1)=NNC(=N)N (benzylideneaminoguanidine), C(C)OC(CNCC(=O)OCC)=O (iminodiacetic acid diethyl ester), metal, [Na] (sodium). Run in CO (methanol), C(Cl)(Cl)Cl (chloroform), O (water), CO (methanol). Reaction conditions: time 1 hour. Yields the product C(C1=CC=CC=C1)=NN=C1N(CC(N1)=O)CC(=O)OC (2-benzylidenehydrazono-1-methoxycarbonylmethylimidazolidin-4-one). Isolated yield 27.1%. Reaction SMILES: C[O-].[Na+].[Na].[CH:5](=[N:12][NH:13][C:14](N)=[NH:15])[C:6]1[CH:11]=[CH:10][CH:9]=[CH:8][CH:7]=1.C(O[C:20](=[O:29])[CH2:21][NH:22][CH2:23][C:24]([O:26][CH2:27]C)=[O:25])C>CO.C(Cl)(Cl)Cl.O>[CH:5](=[N:12][N:13]=[C:14]1[NH:15][C:20](=[O:29])[CH2:21][N:22]1[CH2:23][C:24]([O:26][CH3:27])=[O:25])[C:6]1[CH:11]=[CH:10][CH:9]=[CH:8][CH:7]=1 |f:0.1,^1:3|. Procedure: To a methanol solution of sodium methoxide prepared by dissolving 2.30 g of metal sodium in 150 ml of methanol was added 5.70 g of benzylideneaminoguanidine, and, after stirring the mixture for one hour at room temperature, 11.35 g of iminodiacetic acid diethyl ester was added thereto, followed by refluxing under heating for 17 hours. After cooling the reaction mixture, water and chloroform were added thereto to distribute the mixture between aqueous and organic layers and, then, the aqueous lay... The product is CCC(CC)COC(C1=CC=CC=C1)(C2=CC=CC=C2)C(=O)N(C)CC[NH+](C)C.[Cl-].C(CCCCCCC\C=C/C\C=C/CCCCC)(=O)O[C@@H]1CC2=CC[C@H]3[C@@H]4CC[C@H]([C@@H](CCCC(C)C)C)[C@]4(CC[C@@H]3[C@]2(CC1)C)C (X-100 cholesterol linoleate). Procedure: A Triton X-100/cholesterol linoleate solution was prepared by dissolving 300 mg cholesteryl linoleate in 10 ml of hot Triton X-100 and adding 90 ml of deionized water. The clear solution was stable at room temperature for several weeks. RXN SMILES: [CH3:1][CH2:2][CH2:3][CH2:4][CH2:5]/[CH:6]=[CH:7]\[CH2:8]/[CH:9]=[CH:10]\[CH2:11][CH2:12][CH2:13][CH2:14][CH2:15][CH2:16][CH2:17][C:18]([O:20][C@@H:21]1[CH2:34][C:33]2[C@@:24]([CH3:47])([C@@H:25]3[C@@H:30]([CH2:31][CH:32]=2)[C@@H:29]2[CH2:35][CH2:36][C@H:37]([C@@H:38]([CH2:40][CH2:41][CH2:42][CH:43]([CH3:45])[CH3:44])[CH3:39])[C@@:28]2([CH3:46])[CH2:27][CH2:26]3)[CH2:23][CH2:22]1)=[O:19].O.[CH3:49][CH2:50][CH:51]([CH2:54][O:55][C:56]([C:69]([N:71]([CH2:73][CH2:74][NH+:75]([CH3:77])[CH3:76])[CH3:72])=[O:70])([C:63]1[CH:68]=[CH:67][CH:66]=[CH:65][CH:64]=1)[C:57]1[CH:62]=[CH:61][CH:60]=[CH:59][CH:58]=1)[CH2:52][CH3:53].[Cl-:78]>>[CH3:49][CH2:50][CH:51]([CH2:54][O:55][C:56]([C:69]([N:71]([CH2:73][CH2:74][NH+:75]([CH3:77])[CH3:76])[CH3:72])=[O:70])([C:63]1[CH:64]=[CH:65][CH:66]=[CH:67][CH:68]=1)[C:57]1[CH:58]=[CH:59][CH:60]=[CH:61][CH:62]=1)[CH2:52][CH3:53].[Cl-:78].[C:18]([O:20][C@H:21]1[CH2:22][CH2:23][C@@:24]2([CH3:47])[C:33](=[CH:32][CH2:31][C@@H:30]3[C@@H:25]2[CH2:26][CH2:27][C@@:28]2([CH3:46])[C@H:29]3[CH2:35][CH2:36][C@@H:37]2[C@H:38]([CH3:39])[CH2:40][CH2:41][CH2:42][CH:43]([CH3:45])[CH3:44])[CH2:34]1)(=[O:19])[CH2:17][CH2:16][CH2:15][CH2:14][CH2:13][CH2:12][CH2:11]/[CH:10]=[CH:9]\[CH2:8]/[CH:7]=[CH:6]\[CH2:5][CH2:4][CH2:3][CH2:2][CH3:1] |f:2.3,4.5.6|. The reactants are CCCCC/C=C\C/C=C\CCCCCCCC(=O)O[C@H]1CC[C@@]2([C@H]3CC[C@]4([C@H]([C@@H]3CC=C2C1)CC[C@@H]4[C@H](C)CCCC(C)C)C)C (cholesteryl linoleate), CCC(CC)COC(C1=CC=CC=C1)(C2=CC=CC=C2)C(=O)N(C)CC[NH+](C)C.[Cl-] (X-100), O (water). The reactants are CN(/C=C/C(=O)C1=NN(C=CC1=O)C1=CC(=CC=C1)OC(F)(F)F)C (3-((E)-3-dimethylamino-acryloyl)-1-(3-trifluoromethoxy-phenyl)-1H-pyridazin-4-one), FC1=CC=C(C=C1)NN ((4-fluoro-phenyl)-hydrazine). The product is FC1=CC=C(C=C1)N1N=CC=C1C1=NN(C=CC1=O)C1=CC(=CC=C1)OC(F)(F)F (3-[2-(4-Fluoro-phenyl)-2H-pyrazol-3-yl]-1-(3-trifluoromethoxy-phenyl)-1H-pyridazin-4-one). Reaction SMILES: C[N:2](C)/[CH:3]=[CH:4]/[C:5]([C:7]1[C:12](=[O:13])[CH:11]=[CH:10][N:9]([C:14]2[CH:19]=[CH:18][CH:17]=[C:16]([O:20][C:21]([F:24])([F:23])[F:22])[CH:15]=2)[N:8]=1)=O.[F:26][C:27]1[CH:32]=[CH:31][C:30]([NH:33]N)=[CH:29][CH:28]=1>>[F:26][C:27]1[CH:32]=[CH:31][C:30]([N:33]2[C:5]([C:7]3[C:12](=[O:13])[CH:11]=[CH:10][N:9]([C:14]4[CH:19]=[CH:18][CH:17]=[C:16]([O:20][C:21]([F:24])([F:23])[F:22])[CH:15]=4)[N:8]=3)=[CH:4][CH:3]=[N:2]2)=[CH:29][CH:28]=1. Reported procedure: Reaction of 3-((E)-3-dimethylamino-acryloyl)-1-(3-trifluoromethoxy-phenyl)-1H-pyridazin-4-one (A-6) and (4-fluoro-phenyl)-hydrazine according to example 43 gave the desired product. MS: M=416.9 (M+H)+ The reactants are ClCCl, CC(C)(C)OC(=O)n1ncc2cc(Nc3nc(-c4cccc(NC(=O)C5CCCN5)c4)nc4ccccc34)ccc21. Yields the product O=C(Nc1cccc(-c2nc(Nc3ccc4[nH]ncc4c3)c3ccccc3n2)c1)C1CCCN1. Reaction SMILES: [Cl:42][CH2:43][Cl:44].[NH:1]1[CH:2]([C:6](=[O:7])[NH:8][c:9]2[cH:10][c:11](-[c:15]3[n:16][c:17]4[cH:18][cH:19][cH:20][cH:21][c:22]4[c:23]([NH:25][c:26]4[cH:27][c:28]5[cH:29][n:30][n:31]([C:35]([O:36][C:37]([CH3:38])([CH3:39])[CH3:40])=[O:41])[c:32]5[cH:33][cH:34]4)[n:24]3)[cH:12][cH:13][cH:14]2)[CH2:3][CH2:4][CH2:5]1>>[NH:1]1[CH:2]([C:6](=[O:7])[NH:8][c:9]2[cH:10][c:11](-[c:15]3[n:16][c:17]4[cH:18][cH:19][cH:20][cH:21][c:22]4[c:23]([NH:25][c:26]4[cH:27][c:28]5[cH:29][n:30][nH:31][c:32]5[cH:33][cH:34]4)[n:24]3)[cH:12][cH:13][cH:14]2)[CH2:3][CH2:4][CH2:5]1. The reactants are C(=O)NC=1SC=C(N1)C(C(=O)NC1[C@@H]2N(C(=CCS2)C(=O)O)C1=O)=NOCCCC (7-[2-(2-formamidothiazol-4-yl)-2-n-butoxyiminoacetamido]-3-cephem-4-carboxylic acid), Cl (hydrochloric acid), CO (methanol), Cl (hydrochloric acid), Cl (hydrochloric acid), [Na] (sodium), aqueous solution. Solvent: C(C)(C)O (isopropyl alcohol), O (water), O1CCCC1 (tetrahydrofuran). Run at time 3 hour. Yields the product NC=1SC=C(N1)C(C(=O)NC1[C@@H]2N(C(=CCS2)C(=O)O)C1=O)=NOCCCC (7-[2-(2-aminothiazol-4-yl)-2-n-butoxyiminoacetamido]-3-cephem-4-carboxylic acid). Yield: 60.4%. RXN SMILES: C([NH:3][C:4]1[S:5][CH:6]=[C:7]([C:9](=[N:25][O:26][CH2:27][CH2:28][CH2:29][CH3:30])[C:10]([NH:12][CH:13]2[C:23](=[O:24])[N:15]3[C:16]([C:20]([OH:22])=[O:21])=[CH:17][CH2:18][S:19][C@H:14]23)=[O:11])[N:8]=1)=O.Cl.CO.[Na]>O.C(O)(C)C.O1CCCC1>[NH2:3][C:4]1[S:5][CH:6]=[C:7]([C:9](=[N:25][O:26][CH2:27][CH2:28][CH2:29][CH3:30])[C:10]([NH:12][CH:13]2[C:23](=[O:24])[N:15]3[C:16]([C:20]([OH:22])=[O:21])=[CH:17][CH2:18][S:19][C@H:14]23)=[O:11])[N:8]=1 |^1:33|. Procedure: A mixture of 7-[2-(2-formamidothiazol-4-yl)-2-n-butoxyiminoacetamido]-3-cephem-4-carboxylic acid (syn isomer, 12.7 g.), conc. hydrochloric acid (9.6 ml.), methanol (9.5 ml.) and tetrahydrofuran (9.5 ml.) was stirred at room temperature for 3 hours. The resultant solution was concentrated in vacuo, and the residue was suspended in water. The suspension was adjusted to pH 3.5 with sodium bicarbonate under ice cooling, and stirred at same temperature for 30 minutes. The precipitates were collected ... Reactants: Cc1ccc(Cc2cnc(Cl)nc2Cl)cn1, [Na], C1CCOC1, C=CCO. Product: C=CCOc1nc(Cl)ncc1Cc1ccc(C)nc1. RXN SMILES: [Cl:1][c:2]1[n:3][cH:4][c:5]([CH2:9][c:10]2[cH:11][n:12][c:13]([CH3:16])[cH:14][cH:15]2)[c:6]([Cl:8])[n:7]1.[Na:17].[O:22]1[CH2:23][CH2:24][CH2:25][CH2:26]1.[OH:18][CH2:19][CH:20]=[CH2:21]>>[Cl:1][c:2]1[n:3][cH:4][c:5]([CH2:9][c:10]2[cH:11][n:12][c:13]([CH3:16])[cH:14][cH:15]2)[c:6]([O:18][CH2:19][CH:20]=[CH2:21])[n:7]1. Reactants: C(C)(C)(C)N1N=CC(=C(C1=O)C)OCC (2-tert.-butyl-5-ethoxy-4-methyl-3(2H)-pyridazinone), [OH-].[K+] (potassium hydroxide), C(CO)O (ethyleneglycol), Cl (hydrochloric acid). Run in O (water). Product: C(C)(C)(C)N1N=CC(=C(C1=O)C)O (2-tert.-butyl-5-hydroxy-4-methyl-3(2H)-pyridazinone). Isolated yield 88.2%. Reaction SMILES: [C:1]([N:5]1[C:10](=[O:11])[C:9]([CH3:12])=[C:8]([O:13]CC)[CH:7]=[N:6]1)([CH3:4])([CH3:3])[CH3:2].[OH-].[K+].C(O)CO.Cl>O>[C:1]([N:5]1[C:10](=[O:11])[C:9]([CH3:12])=[C:8]([OH:13])[CH:7]=[N:6]1)([CH3:4])([CH3:2])[CH3:3] |f:1.2|. Procedure details: The resulting 2-tert.-butyl-5-ethoxy-4-methyl-3(2H)-pyridazinone (1.7 g) and potassium hydroxide (6.0 g) were added to 30 ml of ethyleneglycol, and the mixture was stirred under reflux for 3 hours. The reaction mixture was poured into 200 ml of water and added with 30 ml of 6N-hydrochloric acid. The crystals thus precipitated was collected by filtration. After drying, the crystals were washed with hot hexane to give 1.3 g of 2-tert.-butyl-5-hydroxy-4-methyl-3(2H)-pyridazinone. The melting point ...